describe an organic reaction: reactants, conditions, products, and yield From a dataset of the Open Reaction Database (ORD), a public repository of structured organic reaction records. Reactants: NCCC1=CNC=N1 (histamine), N[C@@H](C(=O)N1CCC(CC1)(C(=O)OCC)C1CCCCC1)CC1=CC=C(C=C1)OC (ethyl 1-[(R)-2-amino-3-(4-methoxyphenyl)propionyl]-4-cyclohexylpiperidine-4-carboxylate), ClC(=O)OC1=CC=C(C=C1)[N+](=O)[O-] (4-nitrophenyl chloroformate), [NH4+].[OH-] (NH4OH), [OH-].[Na+] (sodium hydroxide). RXN SMILES: [NH2:1][C@H:2]([CH2:22][C:23]1[CH:28]=[CH:27][C:26]([O:29][CH3:30])=[CH:25][CH:24]=1)[C:3]([N:5]1[CH2:10][CH2:9][C:8]([CH:16]2[CH2:21][CH2:20][CH2:19][CH2:18][CH2:17]2)([C:11]([O:13][CH2:14][CH3:15])=[O:12])[CH2:7][CH2:6]1)=[O:4].Cl[C:32](OC1C=CC([N+]([O-])=O)=CC=1)=[O:33].[NH4+].[OH-].[NH2:46][CH2:47][CH2:48][C:49]1[N:53]=[CH:52][NH:51][CH:50]=1.[OH-].[Na+]>C(Cl)Cl.CN(C=O)C.O>[CH:16]1([C:8]2([C:11]([O:13][CH2:14][CH3:15])=[O:12])[CH2:9][CH2:10][N:5]([C:3](=[O:4])[C@H:2]([NH:1][C:32]([NH:46][CH2:47][CH2:48][C:49]3[N:53]=[CH:52][NH:51][CH:50]=3)=[O:33])[CH2:22][C:23]3[CH:28]=[CH:27][C:26]([O:29][CH3:30])=[CH:25][CH:24]=3)[CH2:6][CH2:7]2)[CH2:21][CH2:20][CH2:19][CH2:18][CH2:17]1 |f:2.3,5.6|. The solvent is CN(C)C=O (DMF), O (water), C(Cl)Cl (DCM). Conditions: time 1 hour. Product: C1(CCCCC1)C1(CCN(CC1)C([C@@H](CC1=CC=C(C=C1)OC)NC(=O)NCCC=1N=CNC1)=O)C(=O)OCC (ethyl 4-cyclohexyl-1-[(R)-2-{3-[2-(1H-imidazol-4-yl)ethyl]ureido}-3-(4-methoxyphenyl)propionyl]piperidine-4-carboxylate). Isolated yield 47.4%. Procedure: To 2.35 g (5.64 mmol) of ethyl 1-[(R)-2-amino-3-(4-methoxyphenyl)propionyl]-4-cyclohexylpiperidine-4-carboxylate dissolved in 25 mL of DCM immersed in a bath of cold water are added 1.25 g (6.21 mmol) of 4-nitrophenyl chloroformate. After warming to room temperature, the reaction medium is stirred for 1 hour. The reaction is stopped by adding aqueous NH4OH solution and the organic compounds are extracted with DCM. The organic phase is then washed with water and then dried over MgSO4, filtered an... Starting materials: C(CCCCCCCCCCC)OC1=C2C=CC=C(C2=CC=C1)O (5-(dodecyloxy)-1-naphthalenol), O (water), [H-].[Na+] (sodium hydride), [I-].[Na+] (sodium iodide), solketal mesylate. Run in O1CCCC1 (tetrahydrofuran), CN(C=O)C (dimethylformamide). Conditions: time 8 hour. Yields the product C(CCCCCCCCCCC)OC1=C2C=CC=C(C2=CC=C1)OCC(CO)O (3-[[5-(Dodecyloxy)-1-naphthalenyl]oxy]-1,2-propanediol). As a reaction SMILES: [H-].[Na+].[CH2:3]([O:15][C:16]1[CH:25]=[CH:24][CH:23]=[C:22]2[C:17]=1[CH:18]=[CH:19][CH:20]=[C:21]2[OH:26])[CH2:4][CH2:5][CH2:6][CH2:7][CH2:8][CH2:9][CH2:10][CH2:11][CH2:12][CH2:13][CH3:14].[I-].[Na+].[OH2:29]>CN(C)C=O.O1CCCC1>[CH2:3]([O:15][C:16]1[CH:25]=[CH:24][CH:23]=[C:22]2[C:17]=1[CH:18]=[CH:19][CH:20]=[C:21]2[O:26][CH2:17][CH:16]([OH:15])[CH2:25][OH:29])[CH2:4][CH2:5][CH2:6][CH2:7][CH2:8][CH2:9][CH2:10][CH2:11][CH2:12][CH2:13][CH3:14] |f:0.1,3.4|. Reported procedure: To a suspension of 2.19 g of 50% sodium hydride in 80 ml of dimethylformamide, under argon, was added with stirring a solution of 12 g of 5-(dodecyloxy)-1-naphthalenol in 60 ml of tetrahydrofuran over 1/2 hour. A 2 g portion of sodium iodide and 9.77 g of solketal mesylate were added and the mixture was stirred overnight. The mixture was diluted with water and extracted with ether. The ether extract was washed with dilute sodium hydroxide, then brine, dried, filtered through silica gel and the s... The reactants are BrC1=CN(C2=NC=C(C=C21)C2=CC=C(C=C2)N(C)C)COCC[Si](C)(C)C ([4-[3-Bromo-1-(2-trimethylsilanylethoxymethyl)-1H-pyrrolo[2,3-b]pyridine-5-yl]phenyl]dimethylamine), N1CCOCC1 (morpholine), O.P(=O)([O-])([O-])[O-].[K+].[K+].[K+] (tri-potassium phosphate monohydrate). Reagents/catalysts: [Cu] (copper). Run in [Cl-].[Na+].O (brine), CN(CCO)C (N,N-dimethylethanolamine). Reaction conditions: temperature 120 celsius. Yields the product CN(C1=CC=C(C=C1)C=1C=C2C(=NC1)N(C=C2N2CCOCC2)COCC[Si](C)(C)C)C (Dimethyl-[4-[3-morpholin-4-yl-1-(2-trimethylsilanylethoxymethyl)-1H-pyrrolo[2,3-b]pyridin-5-yl]phenyl]amine). Isolated yield 17.7%. As a reaction SMILES: Br[C:2]1[C:10]2[C:5](=[N:6][CH:7]=[C:8]([C:11]3[CH:16]=[CH:15][C:14]([N:17]([CH3:19])[CH3:18])=[CH:13][CH:12]=3)[CH:9]=2)[N:4]([CH2:20][O:21][CH2:22][CH2:23][Si:24]([CH3:27])([CH3:26])[CH3:25])[CH:3]=1.[NH:28]1[CH2:33][CH2:32][O:31][CH2:30][CH2:29]1.O.P([O-])([O-])([O-])=O.[K+].[K+].[K+]>CN(C)CCO.[Cl-].[Na+].O.[Cu]>[CH3:18][N:17]([CH3:19])[C:14]1[CH:15]=[CH:16][C:11]([C:8]2[CH:9]=[C:10]3[C:2]([N:28]4[CH2:33][CH2:32][O:31][CH2:30][CH2:29]4)=[CH:3][N:4]([CH2:20][O:21][CH2:22][CH2:23][Si:24]([CH3:27])([CH3:26])[CH3:25])[C:5]3=[N:6][CH:7]=2)=[CH:12][CH:13]=1 |f:2.3.4.5.6,8.9.10|. Reported procedure: A mixture of 60 (0.055 g, 0.12 mmol), morpholine (0.021 mL, 0.24 mmol), tri-potassium phosphate monohydrate (0.057 g, 0.25 mmol), and copper (powder) (0.00078 g, 0.012 mmol) in N,N-dimethylethanolamine (1 mL) was heated at 120° C. for 2 days. The mixture was cooled and poured into brine and extracted with AcOEt. The organic layer was washed with brine twice, dried (MgSO4), concentrated, and purified by means of preparative TLC with hexane:AcOEt as eluent to afford 61 (0.0096 g, 17%) as a tan syr... Reactants: Methyl, ClC=1C(=NC2=C(C=CC=C2C1)OC)C(=O)[O-] (chloro-8-methoxyquinoline-2-carboxylate), OC1=CC(=NC2=C(C=CC=C12)OC)C(=O)OC (methyl 4-hydroxy-8-methoxyquinolinecarboxylate), O=P(Cl)(Cl)Cl (POCl3), C(=O)([O-])[O-].[K+].[K+] (K2CO3). Reaction conditions: temperature 80 celsius. Product: ClC1=CC(=NC2=C(C=CC=C12)OC)C(=O)OC (methyl 4-chloro-8-methoxyquinoline-2-carboxylate). Isolated yield 69.0%. As a reaction SMILES: [Cl:1]C1C(C([O-])=O)=NC2C(C=1)=CC=CC=2OC.O[C:18]1[C:27]2[C:22](=[C:23]([O:28][CH3:29])[CH:24]=[CH:25][CH:26]=2)[N:21]=[C:20]([C:30]([O:32][CH3:33])=[O:31])[CH:19]=1.O=P(Cl)(Cl)Cl.C([O-])([O-])=O.[K+].[K+]>>[Cl:1][C:18]1[C:27]2[C:22](=[C:23]([O:28][CH3:29])[CH:24]=[CH:25][CH:26]=2)[N:21]=[C:20]([C:30]([O:32][CH3:33])=[O:31])[CH:19]=1 |f:3.4.5|. Procedure details: Methyl 4™chloro-8-methoxyquinoline-2-carboxylate compound of the formula V, R5 =CH3O, R6 =H, R8 =CH3 57.6 g (247 mmol) of methyl 4-hydroxy-8-methoxyquinolinecarboxylate were introduced a little at a time into 113 ml of POCl3 at room temperature to 40° C., and the mixture was heated at 80° C. for 2 hours. The dark reaction mixture was poured onto ice and adjusted to pH 6 with concentrated K2CO3 solution. The precipitate was filtered off with suction and recrystallized from DMF/water. 42.7 g (=69%... Starting materials: C(C)(C)(C)OC(=O)N1C[C@@H]([C@H](CC1)C1=CC=C(C=C1)OCCCOCC1=C(C=CC=C1)OC)OCC1=CC=C2CCCN(C2=C1)CCCOC ((3R,4R)-4-[4-[3-(2-methoxy-benzyloxy)-propoxy]-phenyl]-3-[1-(3-methoxy-propyl)-1,2,3,4-tetrahydro-quinolin-7-ylmethoxy]-piperidine-1-carboxylic acid tert-butyl ester), Cl.CO (HCl methanol). Product: COC1=C(COCCCOC2=CC=C(C=C2)[C@@H]2[C@H](CNCC2)OCC2=CC=C3CCCN(C3=C2)CCCOC)C=CC=C1 ((3R,4R)-4-[4-[3-(2-methoxy-benzyloxy)-propoxy]-phenyl]-3-[1-(3-methoxy-propyl)-1,2,3,4-tetrahydro-quinolin-7-ylmethoxy]-piperidine). RXN SMILES: C(OC([N:8]1[CH2:13][CH2:12][C@H:11]([C:14]2[CH:19]=[CH:18][C:17]([O:20][CH2:21][CH2:22][CH2:23][O:24][CH2:25][C:26]3[CH:31]=[CH:30][CH:29]=[CH:28][C:27]=3[O:32][CH3:33])=[CH:16][CH:15]=2)[C@@H:10]([O:34][CH2:35][C:36]2[CH:45]=[C:44]3[C:39]([CH2:40][CH2:41][CH2:42][N:43]3[CH2:46][CH2:47][CH2:48][O:49][CH3:50])=[CH:38][CH:37]=2)[CH2:9]1)=O)(C)(C)C.Cl.CO>>[CH3:33][O:32][C:27]1[CH:28]=[CH:29][CH:30]=[CH:31][C:26]=1[CH2:25][O:24][CH2:23][CH2:22][CH2:21][O:20][C:17]1[CH:16]=[CH:15][C:14]([C@H:11]2[CH2:12][CH2:13][NH:8][CH2:9][C@@H:10]2[O:34][CH2:35][C:36]2[CH:45]=[C:44]3[C:39]([CH2:40][CH2:41][CH2:42][N:43]3[CH2:46][CH2:47][CH2:48][O:49][CH3:50])=[CH:38][CH:37]=2)=[CH:19][CH:18]=1 |f:1.2|. Procedure details: In analogy to the procedure described in example 4(b), the (3R,4R)-4-[4-[3-(2-methoxy-benzyloxy)-propoxy]-phenyl]-3-[1-(3-methoxy-propyl)-1,2,3,4-tetrahydro-quinolin-7-ylmethoxy]-piperidine-1-carboxylic acid tert-butyl ester was deprotected with HCl/methanol to yield the (3R,4R)-4-[4-[3-(2-methoxy-benzyloxy)-propoxy]-phenyl]-3-[1-(3-methoxy-propyl)-1,2,3,4-tetrahydro-quinolin-7-ylmethoxy]-piperidine as a yellow oil; MS: 589 (M+H)+. Starting materials: C(C)OCC (diethyl ether), C(C)OC(=O)N1CCC(CC1)(NC(=O)OC(C)(C)C)CCN (4-(2-amino-ethyl)-4-tert-butoxycarbonylamino-piperidine-1-carboxylic acid ethyl ester), solution, Cl (hydrochloric acid). Run in C(C)(C)O (isopropanol), C(C)(C)O (isopropanol). Reaction conditions: time 3 hour. The product is Cl.C(C)OC(=O)N1CCC(CC1)(CCN)N (4-Amino-4-(2-amino-ethyl)-piperidine-1-carboxylic acid ethyl ester hydrochloride). RXN SMILES: [CH2:1]([O:3][C:4]([N:6]1[CH2:11][CH2:10][C:9]([CH2:20][CH2:21][NH2:22])([NH:12]C(OC(C)(C)C)=O)[CH2:8][CH2:7]1)=[O:5])[CH3:2].[ClH:23].C(OCC)C>C(O)(C)C>[ClH:23].[CH2:1]([O:3][C:4]([N:6]1[CH2:11][CH2:10][C:9]([NH2:12])([CH2:20][CH2:21][NH2:22])[CH2:8][CH2:7]1)=[O:5])[CH3:2] |f:4.5|. Procedure details: To a solution of 3.01 g (9.56 mmol) of 4-(2-amino-ethyl)-4-tert-butoxycarbonylamino-piperidine-1-carboxylic acid ethyl ester in 19 ml of isopropanol was added 8 ml of a solution of hydrochloric acid (5.6 N) in isopropanol and the resulting solution was stirred at room temperature for 3 h. The mixture was cooled and diethyl ether was added. The resulting precipitate was filtered. The product was dried to give 2.49 g of pure compound as a white solid. Conditions: time 30 minute. The solvent is C(Cl)Cl (DCM), C(Cl)Cl (DCM). The product is C1(=CC=CC=C1)NS(=O)(=O)NC=1C=CC=C2C=CC=NC12 (N-Phenyl(quinolin-8-ylamino)sulfonamide). Procedure: Chlorosulfonic acid (260 mg, 2.2 mmol) in DCM was added to a solution of 8-aminoquinoline (300 mg, 2.08 mmol) and TEA (310 mg, 3.12 mmol) in dry DCM (10 ml) at 0° C. and the mixture was stirred for 30 min. The reaction was allowed to warm to room temperature and stirring was continued for 1 h. PCl5 (460 mg, 2.20 mmol) was added to the reaction and the mixture was heated under reflux for 1 h, then allowed to cool to room temperature. Aniline (770 mg, 8.3 mmol) and DIPEA (0.72 ml, 4.16 mmol) were ... Reactants: NC1=CC=CC=C1 (Aniline), CCN(C(C)C)C(C)C (DIPEA), P(Cl)(Cl)(Cl)(Cl)Cl (PCl5), ClS(=O)(=O)O (Chlorosulfonic acid), NC=1C=CC=C2C=CC=NC12 (8-aminoquinoline), TEA. Yield: 11.2%. Reaction SMILES: Cl[S:2]([OH:5])(=O)=[O:3].[NH2:6][C:7]1[CH:8]=[CH:9][CH:10]=[C:11]2[C:16]=1[N:15]=[CH:14][CH:13]=[CH:12]2.P(Cl)(Cl)(Cl)(Cl)Cl.[NH2:23][C:24]1[CH:29]=[CH:28][CH:27]=[CH:26][CH:25]=1.CCN(C(C)C)C(C)C>C(Cl)Cl>[C:24]1([NH:23][S:2]([NH:6][C:7]2[CH:8]=[CH:9][CH:10]=[C:11]3[C:16]=2[N:15]=[CH:14][CH:13]=[CH:12]3)(=[O:5])=[O:3])[CH:29]=[CH:28][CH:27]=[CH:26][CH:25]=1. Starting materials: CN1C(CCC1)CCN1C2=C(SCC1)C=C(C=C2)NC(=N)C=2SC=CC2 (N-(4-(2-(1-methylpyrrolidin-2-yl)ethyl)-3,4-dihydro-2H-benzo[b][1,4]thiazin-7-yl)thiophene-2-carboximidamide), Cl (hydrochloric acid). The solvent is C(C)O (ethanol). Product: Cl.Cl.CN1C(CCC1)CCN1C2=C(SCC1)C=C(C=C2)NC(=N)C=2SC=CC2 (N-(4-(2-(1-Methylpyrrolidin-2-yl)ethyl)-3,4-dihydro-2H-benzo[b][1,4]thiazin-7-yl)thiophene-2-carboximidamide dihydrochloride). Isolated yield 99.9%. Reaction SMILES: [CH3:1][N:2]1[CH2:6][CH2:5][CH2:4][CH:3]1[CH2:7][CH2:8][N:9]1[CH2:14][CH2:13][S:12][C:11]2[CH:15]=[C:16]([NH:19][C:20]([C:22]3[S:23][CH:24]=[CH:25][CH:26]=3)=[NH:21])[CH:17]=[CH:18][C:10]1=2.[ClH:27]>C(O)C>[ClH:27].[ClH:27].[CH3:1][N:2]1[CH2:6][CH2:5][CH2:4][CH:3]1[CH2:7][CH2:8][N:9]1[CH2:14][CH2:13][S:12][C:11]2[CH:15]=[C:16]([NH:19][C:20]([C:22]3[S:23][CH:24]=[CH:25][CH:26]=3)=[NH:21])[CH:17]=[CH:18][C:10]1=2 |f:3.4.5|. Procedure: A solution of N-(4-(2-(1-methylpyrrolidin-2-yl)ethyl)-3,4-dihydro-2H-benzo[b][1,4]thiazin-7-yl)thiophene-2-carboximidamide (0.48 g, 1.242 mmol) in dry ethanol (10 mL) was treated with hydrochloric acid (1M in ether; 6.21 mL, 6.21 mmol) and stirred for half an hour. The precipitate was collected and rinsed with ether. The precipitate was dissolved in methanol and concentrated to give a yellow-orange crystalline solid (0.57 g, 100%). 1H-NMR (DMSO-d6) δ 11.22 (brs, 1H), 11.17 (brs, 1H), 9.68 (brs, ...